This data is from the Open Reaction Database (ORD), a public repository of structured organic reaction records. The task is: describe an organic reaction: reactants, conditions, products, and yield Product: C#CN(C)Cc1c(Cl)ccc(C)c1F. RXN SMILES: [C:16]([O:17][BH-:18]([O:19][C:20](=[O:21])[CH3:22])[O:23][C:24](=[O:25])[CH3:26])(=[O:27])[CH3:28].[C:1](#[CH:2])[NH:3][CH3:4].[CH3:30][C:31](=[O:32])[OH:33].[Cl:34][CH2:35][Cl:36].[Cl:5][c:6]1[cH:7][cH:8][c:9]([CH3:15])[c:10]([F:14])[c:11]1[CH:12]=[O:13].[Na+:29]>>[C:1](#[CH:2])[N:3]([CH3:4])[CH2:12][c:11]1[c:6]([Cl:5])[cH:7][cH:8][c:9]([CH3:15])[c:10]1[F:14]. Starting materials: CC(=O)O[BH-](OC(C)=O)OC(C)=O, C#CNC, CC(=O)O, ClCCl, Cc1ccc(Cl)c(C=O)c1F, [Na+].